From a dataset of the Open Reaction Database (ORD), a public repository of structured organic reaction records. describe an organic reaction: reactants, conditions, products, and yield Starting materials: N1CCCC2=CC=CN=C12 (1,2,3,4-tetrahydronapthyridine), BrN1C(CCC1=O)=O (N-bromosuccinimide), C(=O)([O-])[O-].[K+].[K+] (K2CO3), ice water. Reaction SMILES: [NH:1]1[C:10]2[C:5](=[CH:6][CH:7]=[CH:8][N:9]=2)[CH2:4][CH2:3][CH2:2]1.[Br:11]N1C(=O)CCC1=O.C([O-])([O-])=O.[K+].[K+]>C(O)(=O)C>[Br:11][N:9]1[C:10]2[NH:1][CH2:2][CH2:3][CH2:4][C:5]=2[CH:6]=[CH:7][CH2:8]1 |f:2.3.4|. Run at time 16 hour. Solvent: C(C)(=O)O (acetic acid). Procedure: To a solution of 0.6730 g (5.02 mmol) 32 in 20 mL glacial acetic acid was added 1.0701 g (6.01 mmol) N-bromosuccinimide. After 16 h at 65° C., the reaction mixture was cooled to room temperature and poured onto 50 mL ice water. This was brought to pH 11 with K2CO3 and extracted with 4×100 mL CHCl3. The combined CHCl3 extracts were washed with 100 mL brine, dried over Na2SO4, filtered and concentrated in vacuo. Purification by flash chromatography (50×115 mm silica gel, linear gradient 2-5% (10% ... Yields the product BrN1CC=CC=2CCCNC12 (8-bromo-1,2,3,4-tetrahydronapthyridine). The reactants are COCCN, CNc1cc(Cl)cc(Cl)c1[N+](=O)[O-], O. The product is CNc1cc(Cl)cc(NCCOC)c1[N+](=O)[O-]. Reaction SMILES: [CH3:14][O:15][CH2:16][CH2:17][NH2:18].[CH3:1][NH:2][c:3]1[c:4]([N+:11](=[O:12])[O-:13])[c:5]([Cl:10])[cH:6][c:7]([Cl:9])[cH:8]1.[OH2:19]>>[CH3:1][NH:2][c:3]1[c:4]([N+:11](=[O:12])[O-:13])[c:5]([NH:18][CH2:17][CH2:16][O:15][CH3:14])[cH:6][c:7]([Cl:9])[cH:8]1. The reactants are COC(C(CNC(=O)OCC1=CC=CC=C1)(F)F)=O (3-Benzyloxycarbonylamino-2,2-difluoropropionic acid methyl ester), C1CCOC1 (THF), [OH-].[Na+] (sodium hydroxide). Run in CO (methanol). Reaction conditions: time 16 hour. The product is C(C1=CC=CC=C1)OC(=O)NCC(C(=O)O)(F)F (3-benzyloxycarbonylamino-2,2-difluoropropionic acid). Isolated yield 82.9%. Reaction SMILES: C[O:2][C:3](=[O:19])[C:4]([F:18])([F:17])[CH2:5][NH:6][C:7]([O:9][CH2:10][C:11]1[CH:16]=[CH:15][CH:14]=[CH:13][CH:12]=1)=[O:8].C1COCC1.[OH-].[Na+]>CO>[CH2:10]([O:9][C:7]([NH:6][CH2:5][C:4]([F:17])([F:18])[C:3]([OH:19])=[O:2])=[O:8])[C:11]1[CH:12]=[CH:13][CH:14]=[CH:15][CH:16]=1 |f:2.3|. Reported procedure: 3-Benzyloxycarbonylamino-2,2-difluoropropionic acid methyl ester (3.3 g, 12.1 mmol), THF (50 ml), methanol (50 ml) and 1 N sodium hydroxide solution (50ml) were mixed and stirred for 16 hours at room temperature. After adjusting the pH to acidic reaction and removal of organic solvent by evaporation, the aqueous residue was extracted twice with ethyl acetate. The combined organic layers were washed twice with 5% brine, dried over magnesium sulphate and filtered through a short silica column befo... Starting materials: CCOC(=O)c1csc(SCCC2C(C=CCC(C)(CC3CCCCC3)O[Si](C)(C)C)CCC2OC(C)=O)n1, CCOC(C)=O, O=C([O-])O, CCOC(C)=O, Cl, [Na+]. The product is CCOC(=O)c1csc(SCCC2C(C=CCC(C)(O)CC3CCCCC3)CCC2OC(C)=O)n1. As a reaction SMILES: [C:1]([CH3:2])(=[O:3])[O:4][CH:5]1[CH:6]([CH2:27][CH2:28][S:29][c:30]2[s:31][cH:32][c:33]([C:35](=[O:36])[O:37][CH2:38][CH3:39])[n:34]2)[CH:7]([CH:10]=[CH:11][CH2:12][C:13]([CH2:14][CH:15]2[CH2:16][CH2:17][CH2:18][CH2:19][CH2:20]2)([O:21][Si:22]([CH3:23])([CH3:24])[CH3:25])[CH3:26])[CH2:8][CH2:9]1.[C:40]([O:41][CH2:42][CH3:43])(=[O:44])[CH3:45].[C:47](=[O:48])([OH:49])[O-:50].[CH3:52][CH2:53][O:54][C:55](=[O:56])[CH3:57].[ClH:46].[Na+:51]>>[C:1]([CH3:2])(=[O:3])[O:4][CH:5]1[CH:6]([CH2:27][CH2:28][S:29][c:30]2[s:31][cH:32][c:33]([C:35](=[O:36])[O:37][CH2:38][CH3:39])[n:34]2)[CH:7]([CH:10]=[CH:11][CH2:12][C:13]([CH2:14][CH:15]2[CH2:16][CH2:17][CH2:18][CH2:19][CH2:20]2)([OH:21])[CH3:26])[CH2:8][CH2:9]1.